describe an organic reaction: reactants, conditions, products, and yield From a dataset of the Open Reaction Database (ORD), a public repository of structured organic reaction records. The reactants are CCOCc1nc2cnc3cc(Br)ccc3c2n1CCCCS(=O)(=O)Cl, O=C([O-])[O-], CN, Cl, [K+], [K+]. Product: CCOCc1nc2cnc3cc(Br)ccc3c2n1CCCCS(=O)(=O)NC. Reaction SMILES: [Br:1][c:2]1[cH:3][cH:4][c:5]2[c:6]3[c:7]([cH:8][n:9][c:10]2[cH:11]1)[n:12][c:13]([CH2:23][O:24][CH2:25][CH3:26])[n:14]3[CH2:15][CH2:16][CH2:17][CH2:18][S:19](=[O:20])(=[O:21])[Cl:22].[C:30](=[O:31])([O-:32])[O-:33].[CH3:28][NH2:29].[ClH:27].[K+:34].[K+:35]>>[Br:1][c:2]1[cH:3][cH:4][c:5]2[c:6]3[c:7]([cH:8][n:9][c:10]2[cH:11]1)[n:12][c:13]([CH2:23][O:24][CH2:25][CH3:26])[n:14]3[CH2:15][CH2:16][CH2:17][CH2:18][S:19](=[O:20])(=[O:21])[NH:29][CH3:28].